Dataset: the Open Reaction Database (ORD), a public repository of structured organic reaction records. Task: describe an organic reaction: reactants, conditions, products, and yield Reactants: C(C1=CC=CC=C1)C=1C(C=2C=C(C=C3C=4C=CC(=CC4N(C23)C1)Br)OC)=O (5-benzyl-9-bromo-2-methoxy-4H-pyrido[3,2,1-jk]carbazole-4-one), O (water). Run in C(C)(=O)O (acetic acid), Br (HBr). Yields the product C(C1=CC=CC=C1)C=1C(C=2C=C(C=C3C=4C=CC(=CC4N(C23)C1)Br)O)=O (5-benzyl-9-bromo-2-hydroxy-4H-pyrido[3,2,1-jk]carbazole-4-one). Yield: 58.2%. As a reaction SMILES: [CH2:1]([C:8]1[C:9](=[O:27])[C:10]2[CH:11]=[C:12]([O:25]C)[CH:13]=[C:14]3[C:22]=2[N:21]([CH:23]=1)[C:20]1[CH:19]=[C:18]([Br:24])[CH:17]=[CH:16][C:15]3=1)[C:2]1[CH:7]=[CH:6][CH:5]=[CH:4][CH:3]=1.O>C(O)(=O)C.Br>[CH2:1]([C:8]1[C:9](=[O:27])[C:10]2[CH:11]=[C:12]([OH:25])[CH:13]=[C:14]3[C:22]=2[N:21]([CH:23]=1)[C:20]1[CH:19]=[C:18]([Br:24])[CH:17]=[CH:16][C:15]3=1)[C:2]1[CH:3]=[CH:4][CH:5]=[CH:6][CH:7]=1. Procedure details: 5-benzyl-9-bromo-2-methoxy-4H-pyrido[3,2,1-jk]carbazole-4-one (137 mg) produced in Example 121 was dissolved in acetic acid (7 ml) and 48% HBr (7 ml), and the solution was stirred at room temperature for 30 hours. The reaction mixture was poured into water and the crystals precipitated were recovered by filtration, and washed with water, ethanol and ether in succession to obtain the title compound (77 mg, 58%). Starting materials: CC1=C2c3cccc(C(F)(F)F)c3C(=O)N2CCN1C(=O)OC(C)(C)C, CO. Product: CC1C2c3cccc(C(F)(F)F)c3C(=O)N2CCN1C(=O)OC(C)(C)C. Reaction SMILES: [C:1]([CH3:2])([CH3:3])([CH3:4])[O:5][C:6](=[O:7])[N:8]1[C:9]([CH3:26])=[C:10]2[N:11]([C:12](=[O:23])[c:13]3[c:14]([C:19]([F:20])([F:21])[F:22])[cH:15][cH:16][cH:17][c:18]32)[CH2:24][CH2:25]1.[CH3:27][OH:28]>>[C:1]([CH3:2])([CH3:3])([CH3:4])[O:5][C:6](=[O:7])[N:8]1[CH:9]([CH3:26])[CH:10]2[N:11]([C:12](=[O:23])[c:13]3[c:14]([C:19]([F:20])([F:21])[F:22])[cH:15][cH:16][cH:17][c:18]32)[CH2:24][CH2:25]1.